From a dataset of the Open Reaction Database (ORD), a public repository of structured organic reaction records. describe an organic reaction: reactants, conditions, products, and yield The reactants are BrCc1ccc(-c2ccno2)cc1, O=c1[nH]nc2c(Cl)c(-c3ccc(Cl)cc3)cnn12, [K+], [K+], O=C([O-])[O-], CN(C)C=O. Product: O=c1n(Cc2ccc(-c3ccno3)cc2)nc2c(Cl)c(-c3ccc(Cl)cc3)cnn12. Reaction SMILES: [Br:19][CH2:20][c:21]1[cH:22][cH:23][c:24](-[c:27]2[cH:28][cH:29][n:30][o:31]2)[cH:25][cH:26]1.[Cl:1][c:2]1[c:3]2[n:4]([n:5][cH:6][c:7]1-[c:8]1[cH:9][cH:10][c:11]([Cl:14])[cH:12][cH:13]1)[c:15](=[O:18])[nH:16][n:17]2.[K+:32].[K+:33].[O-:34][C:35]([O-:36])=[O:37].[O:38]=[CH:39][N:40]([CH3:41])[CH3:42]>>[Cl:1][c:2]1[c:3]2[n:4]([n:5][cH:6][c:7]1-[c:8]1[cH:9][cH:10][c:11]([Cl:14])[cH:12][cH:13]1)[c:15](=[O:18])[n:16]([CH2:20][c:21]1[cH:22][cH:23][c:24](-[c:27]3[cH:28][cH:29][n:30][o:31]3)[cH:25][cH:26]1)[n:17]2. The reactants are [Al+3], CCN1c2ncc(C(=O)OC)cc2NC(=O)C1C, C1CCOC1, [H-], [H-], [H-], [H-], [H-], [Li+], [Na+]. Yields the product CCN1c2ncc(CO)cc2NC(=O)C1C. Reaction SMILES: [Al+3:22].[CH2:1]([CH3:2])[N:3]1[c:4]2[c:5]([cH:11][c:12]([C:15](=[O:16])[O:17][CH3:18])[cH:13][n:14]2)[NH:6][C:7](=[O:10])[CH:8]1[CH3:9].[CH2:27]1[O:28][CH2:29][CH2:30][CH2:31]1.[H-:19].[H-:21].[H-:24].[H-:25].[H-:26].[Li+:23].[Na+:20]>>[CH2:1]([CH3:2])[N:3]1[c:4]2[c:5]([cH:11][c:12]([CH2:15][OH:16])[cH:13][n:14]2)[NH:6][C:7](=[O:10])[CH:8]1[CH3:9]. The reactants are C(#N)NC(SC)=NCCSCC1=C(N=CN1)C (N-cyano-N'-[2-((4-methyl-5-imidazolyl)methylthio)ethyl]-S-methylisothiourea), C(CC)N (n-propylamine). Run in C(C)O (ethanol). Product: C(#N)NC(=NCCC)NCCSCC1=C(N=CN1)C (N-cyano-N'-[2-((4-methyl-5-imidazolyl)methylthio)ethyl]-N"-propylguanidine). Yield: 71.4%. Reaction SMILES: [C:1]([NH:3][C:4](=[N:7][CH2:8][CH2:9][S:10][CH2:11][C:12]1[NH:16][CH:15]=[N:14][C:13]=1[CH3:17])SC)#[N:2].[CH2:18]([NH2:21])[CH2:19][CH3:20]>C(O)C>[C:1]([NH:3][C:4]([NH:7][CH2:8][CH2:9][S:10][CH2:11][C:12]1[NH:16][CH:15]=[N:14][C:13]=1[CH3:17])=[N:21][CH2:18][CH2:19][CH3:20])#[N:2]. Procedure: A solution of N-cyano-N'-[2-((4-methyl-5-imidazolyl)methylthio)ethyl]-S-methylisothiourea (2.69 g.) and n-propylamine (1.1 g.) in ethanol (50 ml.) was heated under reflux for 6 hours. Concentration, followed by chromatographic purification on a column of silica gel with ethyl acetate-isopropyl alcohol (4:1) as eluant and final recrystallisation from aqueous isopropyl alcohol afforded N-cyano-N'-[2-((4-methyl-5-imidazolyl)methylthio)ethyl]-N"-propylguanidine (2.0 g.) m.p. 108°-110°. (Found: C, 51... Starting materials: NC1=C(C#N)C(=CC=C1)C (2-amino-6-methylbenzonitrile), Cl.ClC(=N)N (chloroformamidine hydrochloride). The solvent is COCCOCCOC (2-methoxyethyl ether). Yields the product NC1=NC2=CC=CC(=C2C(=N1)N)C (2,4-diamino-5-methylquinazoline). Isolated yield 86.9%. Reaction SMILES: [NH2:1][C:2]1[CH:9]=[CH:8][CH:7]=[C:6]([CH3:10])[C:3]=1[C:4]#[N:5].Cl.Cl[C:13]([NH2:15])=[NH:14]>COCCOCCOC>[NH2:15][C:13]1[N:14]=[C:4]([NH2:5])[C:3]2[C:2](=[CH:9][CH:8]=[CH:7][C:6]=2[CH3:10])[N:1]=1 |f:1.2|. Reported procedure: This compound was prepared in a manner analogous to that of Step E of Example 1, using 10.0 grams (0.076 mole) of 2-amino-6-methylbenzonitrile (prepared as in Example 1, Step B), and 10.0 grams (0.087 mole) of chloroformamidine hydrochloride in 40 mL of 2-methoxyethyl ether, yielding 11.5 grams of 2,4-diamino-5-methylquinazoline. The NMR spectrum was consistent with the proposed structure. The reactants are N([C@@H](CC(C)C)C(=O)N[C@@H]([C@@H](C)CC)C(=O)N[C@@H](CC(C)C)C(=O)N[C@@H](CC(C)C)C(=O)N[C@@H](C)C(=O)N[C@@H](CCC(N)=O)C(=O)O)C(=O)OCC1=CC=CC=C1 (Z-Leu-Ile-Leu-Leu-Ala-Gln-OH), C(C)(=O)O (acetic acid). The reagents and catalysts are [Pd] (palladium). Solvent: CO (methanol). The product is N[C@@H](CC(C)C)C(=O)N[C@@H]([C@@H](C)CC)C(=O)N[C@@H](CC(C)C)C(=O)N[C@@H](CC(C)C)C(=O)N[C@@H](C)C(=O)N[C@@H](CCC(N)=O)C(=O)O (H-Leu-Ile-Leu-Leu-Ala-Gln-OH). As a reaction SMILES: [NH:1](C(OCC1C=CC=CC=1)=O)[C@H:2]([C:7]([NH:9][C@H:10]([C:15]([NH:17][C@H:18]([C:23]([NH:25][C@H:26]([C:31]([NH:33][C@H:34]([C:36]([NH:38][C@H:39]([C:45]([OH:47])=[O:46])[CH2:40][CH2:41][C:42](=[O:44])[NH2:43])=[O:37])[CH3:35])=[O:32])[CH2:27][CH:28]([CH3:30])[CH3:29])=[O:24])[CH2:19][CH:20]([CH3:22])[CH3:21])=[O:16])[C@H:11]([CH2:13][CH3:14])[CH3:12])=[O:8])[CH2:3][CH:4]([CH3:6])[CH3:5].C(O)(=O)C>CO.[Pd]>[NH2:1][C@H:2]([C:7]([NH:9][C@H:10]([C:15]([NH:17][C@H:18]([C:23]([NH:25][C@H:26]([C:31]([NH:33][C@H:34]([C:36]([NH:38][C@H:39]([C:45]([OH:47])=[O:46])[CH2:40][CH2:41][C:42](=[O:44])[NH2:43])=[O:37])[CH3:35])=[O:32])[CH2:27][CH:28]([CH3:29])[CH3:30])=[O:24])[CH2:19][CH:20]([CH3:21])[CH3:22])=[O:16])[C@H:11]([CH2:13][CH3:14])[CH3:12])=[O:8])[CH2:3][CH:4]([CH3:5])[CH3:6]. Procedure: 0.50 Gram of Z-Leu-Ile-Leu-Leu-Ala-Gln-OH was dissolved in 50 ml of methanol and 10 ml of 10%-acetic acid, and the mixture was catalytically reduced by using palladium as a catalyst to obtain H-Leu-Ile-Leu-Leu-Ala-Gln-OH. Hereinafter, this product is referred to as [Peptide A].